The task is: describe an organic reaction: reactants, conditions, products, and yield. This data is from the Open Reaction Database (ORD), a public repository of structured organic reaction records. Reactants: C, CN1CCN(C(=O)c2cc(O)c(OCc3ccccc3)cn2)CC1, CO, [Pd]. The product is CN1CCN(C(=O)c2cc(O)c(O)cn2)CC1. As a reaction SMILES: [C:27].[CH3:1][N:2]1[CH2:3][CH2:4][N:5]([C:8](=[O:9])[c:10]2[n:11][cH:12][c:13]([O:17][CH2:18][c:19]3[cH:20][cH:21][cH:22][cH:23][cH:24]3)[c:14]([OH:16])[cH:15]2)[CH2:6][CH2:7]1.[CH3:25][OH:26].[Pd:28]>>[CH3:1][N:2]1[CH2:3][CH2:4][N:5]([C:8](=[O:9])[c:10]2[n:11][cH:12][c:13]([OH:17])[c:14]([OH:16])[cH:15]2)[CH2:6][CH2:7]1. Starting materials: CS(=O)(=O)Cl, CCN(C(C)C)C(C)C, ClCCl, O, N#Cc1ccc(C(OCCO)c2cnc[nH]2)cc1. Yields the product CS(=O)(=O)OCCOC(c1ccc(C#N)cc1)c1cnc[nH]1. As a reaction SMILES: [CH3:10][S:11]([Cl:12])(=[O:13])=[O:14].[CH:1]([N:2]([CH:3]([CH3:4])[CH3:5])[CH2:6][CH3:7])([CH3:8])[CH3:9].[Cl:34][CH2:35][Cl:36].[OH2:33].[OH:15][CH2:16][CH2:17][O:18][CH:19]([c:20]1[cH:21][cH:22][c:23]([C:24]#[N:25])[cH:26][cH:27]1)[c:28]1[nH:29][cH:30][n:31][cH:32]1>>[CH3:10][S:11](=[O:13])(=[O:14])[O:15][CH2:16][CH2:17][O:18][CH:19]([c:20]1[cH:21][cH:22][c:23]([C:24]#[N:25])[cH:26][cH:27]1)[c:28]1[nH:29][cH:30][n:31][cH:32]1. The reactants are CON(C(=O)C1=CN(C2=CC=CC=C2C1=O)CC1=NC(=CC=C1)Br)C (1-(6-bromo-pyridin-2-ylmethyl)-4-oxo-1,4-dihydro-quinoline-3-carboxylic acid methoxy-methyl-amide), white powder, C1CCOC1 (THF), IC1=NC=2CCCCC2C=C1 (2-iodo-5,6,7,8-tetrahydro-quinoline), C(C)(C)[Mg]Cl (isopropylmagnesium chloride), C1CCOC1 (THF). Product: BrC1=CC=CC(=N1)CN1C=C(C(C2=CC=CC=C12)=O)C(=O)C1=NC=2CCCCC2C=C1 (1-(6-Bromo-pyridin-2-ylmethyl)-3-(5,6,7,8-tetrahydro-quinoline-2-carbonyl)-1H-quinolin-4-one). Reaction SMILES: CON(C)C([C:6]1[C:15](=[O:16])[C:14]2[C:9](=[CH:10][CH:11]=[CH:12][CH:13]=2)[N:8]([CH2:17][C:18]2[CH:23]=[CH:22][CH:21]=[C:20]([Br:24])[N:19]=2)[CH:7]=1)=O.I[C:27]1[CH:36]=[CH:35][C:34]2[CH2:33][CH2:32][CH2:31][CH2:30][C:29]=2[N:28]=1.C([Mg]Cl)(C)C.C1C[O:45][CH2:44]C1>>[Br:24][C:20]1[N:19]=[C:18]([CH2:17][N:8]2[C:9]3[C:14](=[CH:13][CH:12]=[CH:11][CH:10]=3)[C:15](=[O:16])[C:6]([C:44]([C:27]3[CH:36]=[CH:35][C:34]4[CH2:33][CH2:32][CH2:31][CH2:30][C:29]=4[N:28]=3)=[O:45])=[CH:7]2)[CH:23]=[CH:22][CH:21]=1. Procedure: Experimental conditions analogous to those described for Step 6 of Example 60 from 327 mg (0.81 mmol) of 1-(6-bromo-pyridin-2-ylmethyl)-4-oxo-1,4-dihydro-quinoline-3-carboxylic acid methoxy-methyl-amide in 4 mL THF and 527 mg (2.03 mmol) of 2-iodo-5,6,7,8-tetrahydro-quinoline in 2 mL THF with 1.01 mL 2M isopropylmagnesium chloride. Yield: 28 mg of a white powder. LC-MSD, m/z for C25H20BrN3O2 [M+H]+=474.0, 476.0; HPLC retention time: 2.5 min. The reactants are PVC, C=C(C)C1=CC=CC2=C1OC1=C2C=CC=C1 (4-(Prop-1-en-2-yl)dibenzo[b,d]furan). Reagents/catalysts: [Pd] (Pd/C). Run in CCO (EtOH). Conditions: time 2 hour. The product is C(C)(C)C1=CC=CC2=C1OC1=C2C=CC=C1 (4-isopropyldibenzo[b,d]furan). The yield is 74.5%. As a reaction SMILES: [CH2:1]=[C:2]([C:4]1[C:9]2[O:10][C:11]3[CH:16]=[CH:15][CH:14]=[CH:13][C:12]=3[C:8]=2[CH:7]=[CH:6][CH:5]=1)[CH3:3]>[Pd].CCO>[CH:2]([C:4]1[C:9]2[O:10][C:11]3[CH:16]=[CH:15][CH:14]=[CH:13][C:12]=3[C:8]=2[CH:7]=[CH:6][CH:5]=1)([CH3:3])[CH3:1]. Procedure details: 4-(Prop-1-en-2-yl)dibenzo[b,d]furan (14.5 g, 69.6 mmol) was added to a hydrogenator bottle with EtOH (100 mL). The reaction mixture was degassed by bubbling N2 for 10 minutes. Pd/C (1.14 g, 1.39 mmol) and PVC (2.72 g, 0.7 mmol) was added. The reaction mixture was placed on a Parr hydrogenator for 2 hours (H2˜72 psi, based on calculations). The reaction mixture was filtered on a tightly packed Celite® bed and washed with dichloromethane. GC/MS confirmed complete conversion. The crude product was ... The reactants are S(=O)(Cl)Cl (thionyl chloride), N1=CC=CC=C1 (pyridine), C(C1=CC=CC=C1)C=1OC=C(C1)CO (2-benzyl-4-hydroxymethylfuran). The solvent is C1(=CC=CC=C1)C (toluene), C1(=CC=CC=C1)C (toluene). Run at temperature 80 celsius, time 2 hour. Product: C(C1=CC=CC=C1)C=1OC=C(C1)CCl (2-benzyl-4-chloromethylfuran). RXN SMILES: S(Cl)([Cl:3])=O.N1C=CC=CC=1.[CH2:11]([C:18]1[O:19][CH:20]=[C:21]([CH2:23]O)[CH:22]=1)[C:12]1[CH:17]=[CH:16][CH:15]=[CH:14][CH:13]=1>C1(C)C=CC=CC=1>[CH2:11]([C:18]1[O:19][CH:20]=[C:21]([CH2:23][Cl:3])[CH:22]=1)[C:12]1[CH:17]=[CH:16][CH:15]=[CH:14][CH:13]=1. Procedure details: A solution of 13 g of thionyl chloride in toluene was added dropwise over 15 minutes to a mixture of 15.8 g pyridine and 18.8 g 2-benzyl-4-hydroxymethylfuran, in toluene, at a temperature of 0°-5° C. The mixture was slowly warmed to 80° C. and stirred for 11/2 hours and then cooled in an ice-bath, poured into ice and filtered. The resulting solution was extracted with diethyl ether, washed with water and then with sodium bicarbonate solution, and dried over magnesium sulphate. The solution was t... The reactants are ICl (Iodine chloride), ClC1=C(C=C(N)C=C1)F (4-chloro-3-fluoroaniline). Solvent: CO (methanol). Reaction conditions: time 1 hour. Product: ClC1=CC(=C(C=C1F)N)I (4-Chloro-5-fluoro-2-iodo-phenylamine). Yield: 67.5%. As a reaction SMILES: [I:1]Cl.[Cl:3][C:4]1[CH:10]=[CH:9][C:7]([NH2:8])=[CH:6][C:5]=1[F:11]>CO>[Cl:3][C:4]1[C:5]([F:11])=[CH:6][C:7]([NH2:8])=[C:9]([I:1])[CH:10]=1. Reported procedure: Iodine chloride (20.6 ml, 1M solution in DCM, 20.6 mmol) was added dropwise to a solution of 4-chloro-3-fluoroaniline (2 g, 13.7 mmol) in methanol (35 ml) at 0° C. and the reaction mixture was stirred for 1 h at room temperature. Volatiles were removed under reduced pressure, water was added and the mixture was extracted with dichloromethane. The combined organic layers were washed with water, dried with Na2SO4 and evaporated. The remaining residue was purified by chromatography with three conse...